Dataset: the Open Reaction Database (ORD), a public repository of structured organic reaction records. Task: describe an organic reaction: reactants, conditions, products, and yield Starting materials: BrC1=C(C=C(C=C1)S(=O)(=O)C1=CC=C(C=C1)F)F (1-bromo-2-fluoro-4-[(4-fluorophenyl)sulfonyl]benzene), CC=1C=CC(=C(C1)B(O)O)OC (5-methyl-2-methoxybenzene boronic acid). Product: FC1=CC=C(C=C1)S(=O)(=O)C1=CC(=C(C=C1)C1=C(C=CC(=C1)C)OC)F (2-fluoro-2′-methoxy-5′-methylbiphenyl-4-yl 4-fluorophenyl sulfone). RXN SMILES: Br[C:2]1[CH:7]=[CH:6][C:5]([S:8]([C:11]2[CH:16]=[CH:15][C:14]([F:17])=[CH:13][CH:12]=2)(=[O:10])=[O:9])=[CH:4][C:3]=1[F:18].[CH3:19][C:20]1[CH:21]=[CH:22][C:23]([O:29][CH3:30])=[C:24](B(O)O)[CH:25]=1>>[F:17][C:14]1[CH:15]=[CH:16][C:11]([S:8]([C:5]2[CH:6]=[CH:7][C:2]([C:22]3[CH:21]=[C:20]([CH3:19])[CH:25]=[CH:24][C:23]=3[O:29][CH3:30])=[C:3]([F:18])[CH:4]=2)(=[O:10])=[O:9])=[CH:12][CH:13]=1. Procedure: The subtitle compound was prepared by the method of example 2 step (ii) using the product of example 9 step (i) and 5-methyl-2-methoxybenzene boronic acid. Reactants: C1=CC=CC=2C(C3=C(CCC21)C=CC=C3)=O (10,11-dihydro-5H-dibenzo[a,d]cyclohepten-5-one), C1(CC1)N (cyclopropylamine), O (water). Reagents/catalysts: [Ti](Cl)(Cl)(Cl)Cl (titanium tetrachloride). The solvent is C1=CC=CC=C1 (benzene), CN(P(=O)(N(C)C)N(C)C)C (hexamethylphosphoramide), C1=CC=CC=C1 (benzene). The product is C1(CC1)N=C1C2=C(CCC3=C1C=CC=C3)C=CC=C2 (N-cyclopropyl-10,11-dihydro-5H-dibenzo-[a,d]cyclohepten-5-imine). As a reaction SMILES: [CH:1]1[C:11]2[CH2:10][CH2:9][C:8]3[CH:12]=[CH:13][CH:14]=[CH:15][C:7]=3[C:6](=O)[C:5]=2[CH:4]=[CH:3][CH:2]=1.[CH:17]1([NH2:20])[CH2:19][CH2:18]1.O>CN(C)P(N(C)C)(N(C)C)=O.C1C=CC=CC=1.[Ti](Cl)(Cl)(Cl)Cl>[CH:17]1([N:20]=[C:6]2[C:5]3[CH:4]=[CH:3][CH:2]=[CH:1][C:11]=3[CH2:10][CH2:9][C:8]3[CH:12]=[CH:13][CH:14]=[CH:15][C:7]2=3)[CH2:19][CH2:18]1. Reported procedure: To a solution of 5 g of 10,11-dihydro-5H-dibenzo[a,d]cyclohepten-5-one and 20 g of cyclopropylamine in 25 ml of hexamethylphosphoramide is added, with cooling, during 30 minutes, a solution of 1.7 ml of titanium tetrachloride in 10 ml of anhydrous benzene. After stirring at room temperature for 2 weeks, benzene (50 ml) and water (50 ml) are added, with cooling. The mixture is filtered, the layers of the filtrate are separated, and the aqueous phase is extracted with 50 ml of benzene. The combine... Reactants: aryl, aldehyde, CNC(CCC(=O)OCC)C (ethyl 4-(methylamino)pentanoate), aryllithium, CN1C(CCC1C)=O (1,5-dimethyl-2-pyrrolidinone), Cl (hydrochloric acid), C(=O)(OC(C)(C)C)OC(=O)OC(C)(C)C (di-tert-butyl dicarbonate), CNC(CCC(=O)O)C (4-(methylamino)pentanoic acid), aminoaldehyde, CN(C(=O)OC(C)(C)C)C(CCC=O)C (4-(N-methyl-N-(tert-butoxycarbonyl)amino)pentanal), CN1C(CCC1C)=O (1,5-dimethyl-2-pyrrolidinone). Yields the product CN(C(=O)OC(C)(C)C)C(CCC(=O)OCC)C (ethyl 4-(N-methyl-N-(tert-butoxycarbonyl)amino)pentanoate). Reaction SMILES: [CH3:1][N:2]([CH:10]([CH3:15])[CH2:11][CH2:12][CH:13]=[O:14])[C:3]([O:5][C:6]([CH3:9])([CH3:8])[CH3:7])=[O:4].CN1C(C)C[CH2:19][C:18]1=[O:23].Cl.CNC(C)CCC(O)=O.CNC(C)CCC(OCC)=O.C(OC(OC(C)(C)C)=O)(OC(C)(C)C)=O>>[CH3:1][N:2]([CH:10]([CH3:15])[CH2:11][CH2:12][C:13]([O:23][CH2:18][CH3:19])=[O:14])[C:3]([O:5][C:6]([CH3:9])([CH3:7])[CH3:8])=[O:4]. Procedure details: Alternatively, the aryl substituted olefinic amine compounds of the present invention can be prepared by coupling an N-protected aminoaldehyde, such as 4-(N-methyl-N-(tert-butoxycarbonyl)amino)pentanal with an aryllithium. The required aldehyde can be prepared according to methodology described by Otsuka et al., J. Am Chem. Soc. 112: 838-845 (1990), starting from commercially available 1,5-dimethyl-2-pyrrolidinone (Aldrich Chemical Company). Thus, heating 1,5-dimethyl-2-pyrrolidinone with 6N hyd... Reaction SMILES: [CH2:1]([C:4]1([O:10][Si:11]([CH3:14])([CH3:13])[CH3:12])[CH2:9][CH2:8][CH2:7][CH2:6][CH2:5]1)[C:2]#[CH:3].N(C(C)(C)C#N)=NC(C)(C)C#N.[CH2:27]([SnH:31]([CH2:36][CH2:37][CH2:38][CH3:39])[CH2:32][CH2:33][CH2:34][CH3:35])[CH2:28][CH2:29][CH3:30]>>[CH2:36]([Sn:31]([CH2:27][CH2:28][CH2:29][CH3:30])([CH2:32][CH2:33][CH2:34][CH3:35])[CH2:3]/[CH:2]=[CH:1]/[C:4]1([O:10][Si:11]([CH3:14])([CH3:13])[CH3:12])[CH2:5][CH2:6][CH2:7][CH2:8][CH2:9]1)[CH2:37][CH2:38][CH3:39]. Conditions: temperature 80 celsius. Reported procedure: To a stirred mixture of 31.5 g of 1-propargyl-1-trimethylsilyloxycyclohexane and 150 mg of azobisisobutyronitrile is added 41 ml of tri-n-butyltin hydride. The stirred mixture is heated to about 80° C. The initial exothermic reaction is moderated, and the temperature is subsequently maintained at 130°-135° C. for one hour. The product is C(CCC)[Sn](C/C=C/C1(CCCCC1)O[Si](C)(C)C)(CCCC)CCCC (1-(3-Tri-n-butylstannyl-2-trans-propenyl)-1-trimethylsilyloxycyclohexane). Reactants: C(C#C)C1(CCCCC1)O[Si](C)(C)C (1-propargyl-1-trimethylsilyloxycyclohexane), N(=NC(C#N)(C)C)C(C#N)(C)C (azobisisobutyronitrile), C(CCC)[SnH](CCCC)CCCC (tri-n-butyltin hydride). Reactants: C(C)OC(CC(CCC)N1C(N(C2=C1C=CC=C2)CC=2C=C(C=C1C=CN(C21)C)Br)=O)=O (3-[3-(5-Bromo-1-methyl-1H-indol-7-ylmethyl)-2-oxo-2,3-dihydro-benzimidazol-1-yl]-hexanoic acid ethyl ester), [Li+].[OH-] (LiOH). Solvent: O1CCOCC1 (1,4-dioxane), O (water). Conditions: time 4 hour. The product is BrC=1C=C2C=CN(C2=C(C1)CN1C(N(C2=C1C=CC=C2)C(CC(=O)O)CCC)=O)C (3-{3-[(5-bromo-1-methyl-1H-indol-7-yl)methyl]-2-oxo-2,3-dihydro-1H-benzimidazol-1-yl}hexanoic acid). Reaction SMILES: C([O:3][C:4](=[O:32])[CH2:5][CH:6]([N:10]1[C:14]2[CH:15]=[CH:16][CH:17]=[CH:18][C:13]=2[N:12]([CH2:19][C:20]2[CH:21]=[C:22]([Br:30])[CH:23]=[C:24]3[C:28]=2[N:27]([CH3:29])[CH:26]=[CH:25]3)[C:11]1=[O:31])[CH2:7][CH2:8][CH3:9])C.[Li+].[OH-]>O1CCOCC1.O>[Br:30][C:22]1[CH:23]=[C:24]2[C:28](=[C:20]([CH2:19][N:12]3[C:13]4[CH:18]=[CH:17][CH:16]=[CH:15][C:14]=4[N:10]([CH:6]([CH2:7][CH2:8][CH3:9])[CH2:5][C:4]([OH:32])=[O:3])[C:11]3=[O:31])[CH:21]=1)[N:27]([CH3:29])[CH:26]=[CH:25]2 |f:1.2|. Procedure: To a solution of 3-[3-(5-Bromo-1-methyl-1H-indol-7-ylmethyl)-2-oxo-2,3-dihydro-benzimidazol-1-yl]-hexanoic acid ethyl ester (10 mg, 0.02 mmol) in 1,4-dioxane (5 mL) and water (1 mL) was added LiOH (1 mg, 0.04 mmol) at room temperature. The solution was stirred at the same temperature for 4 hours. The solution was concentrated and water was added to the residue. The solution was acidified by 12N HCl in an ice-bath. The solid that preciptate out from the solution was collected by filtration. The s... Reactants: COC(CCCOC1=CC=CC(=C1)N)=O (Methyl4-(5-aminophenoxy)butyrate), N(C1=CC=CC=C1)C=1SC2=C(N1)C=CC(=C2)CC(=O)O (2-anilino-6-carboxymethylbenzothiazole). Product: methyl ester, N(C1=CC=CC=C1)C=1SC2=C(N1)C=CC(=C2)CC(=O)NC2=CC(=CC=C2)OCCCC(=O)O (2-anilino-6-{3-[3-carboxypropoxy]anilino carbonyl methyl}benzothiazole). Reaction SMILES: C[O:2][C:3](=[O:15])[CH2:4][CH2:5][CH2:6][O:7][C:8]1[CH:13]=[C:12]([NH2:14])[CH:11]=[CH:10][CH:9]=1.[NH:16]([C:23]1[S:24][C:25]2[CH:31]=[C:30]([CH2:32][C:33](O)=[O:34])[CH:29]=[CH:28][C:26]=2[N:27]=1)[C:17]1[CH:22]=[CH:21][CH:20]=[CH:19][CH:18]=1>>[NH:16]([C:23]1[S:24][C:25]2[CH:31]=[C:30]([CH2:32][C:33]([NH:14][C:12]3[CH:11]=[CH:10][CH:9]=[C:8]([O:7][CH2:6][CH2:5][CH2:4][C:3]([OH:2])=[O:15])[CH:13]=3)=[O:34])[CH:29]=[CH:28][C:26]=2[N:27]=1)[C:17]1[CH:18]=[CH:19][CH:20]=[CH:21][CH:22]=1. Reported procedure: Methyl4-(5-aminophenoxy)butyrate was made as described in example 7 above and coupled with 2-anilino-6-carboxymethylbenzothiazole according to the method described in example 7 to produce the methyl ester of 2-anilino-6-{3-[3-carboxypropoxy]anilino carbonyl methyl}benzothiazole The reactants are C(C)(C)(C)OC(NC1=CC(=C(C=C1)C)O)=O (tert-butyl(3-hydroxy-4-methylphenyl)carbamate), BrC=1C=CC(=NC1)[N+](=O)[O-] (5-bromo-2-nitropyridine), C([O-])([O-])=O.[Cs+].[Cs+] (cesium carbonate), CN(C=O)C (N,N-dimethylformamide). The solvent is O (water). Conditions: time 15 hour. Product: C(C)(C)(C)OC(NC1=CC(=C(C=C1)C)OC=1C=NC(=CC1)[N+](=O)[O-])=O (tert-butyl{4-methyl-3-[(6-nitropyridin-3-yl)oxy]phenyl}carbamate). Yield: 46.0%. As a reaction SMILES: [C:1]([O:5][C:6](=[O:16])[NH:7][C:8]1[CH:13]=[CH:12][C:11]([CH3:14])=[C:10]([OH:15])[CH:9]=1)([CH3:4])([CH3:3])[CH3:2].Br[C:18]1[CH:19]=[CH:20][C:21]([N+:24]([O-:26])=[O:25])=[N:22][CH:23]=1.C(=O)([O-])[O-].[Cs+].[Cs+].CN(C)C=O>O>[C:1]([O:5][C:6](=[O:16])[NH:7][C:8]1[CH:13]=[CH:12][C:11]([CH3:14])=[C:10]([O:15][C:18]2[CH:23]=[N:22][C:21]([N+:24]([O-:26])=[O:25])=[CH:20][CH:19]=2)[CH:9]=1)([CH3:4])([CH3:2])[CH3:3] |f:2.3.4|. Procedure: A mixture of tert-butyl(3-hydroxy-4-methylphenyl)carbamate (3.14 g, 14.1 mmol), 5-bromo-2-nitropyridine (2.38 g, 11.7 mmol), cesium carbonate (5.72 g, 17.6 mmol) and N,N-dimethylformamide (25 mL) was stirred at room temperature for 15 hr. The reaction mixture was diluted with water, and extracted with ethyl acetate. The organic layer was washed with water and saturated brine, dried over anhydrous magnesium sulfate, and filtrated. The filtrate was concentrated under reduced pressure, and the resi... Starting materials: [BH4-], C1CCOC1, COc1ccc(SCC#N)cc1OC, CO, ClCCl, [Na+]. The product is COc1ccc(SCCN)cc1OC. As a reaction SMILES: [BH4-:15].[CH2:22]1[O:23][CH2:24][CH2:25][CH2:26]1.[CH3:1][O:2][c:3]1[cH:4][c:5]([S:11][CH2:12][C:13]#[N:14])[cH:6][cH:7][c:8]1[O:9][CH3:10].[CH3:20][OH:21].[Cl:17][CH2:18][Cl:19].[Na+:16]>>[CH3:1][O:2][c:3]1[cH:4][c:5]([S:11][CH2:12][CH2:13][NH2:14])[cH:6][cH:7][c:8]1[O:9][CH3:10].